Dataset: the Open Reaction Database (ORD), a public repository of structured organic reaction records. Task: describe an organic reaction: reactants, conditions, products, and yield Procedure: Prepared as the method of example 1, part g) using the product of step f) and (S)-isoxazolidin-4-ol hydrochloride. δ 1H DMSO 0.84 (3H, td), 1.60 (2H, septet), 3.21 (3H, d), 3.56 (1H, d), 3.73 (3H, m), 3.81 (1H, d), 3.90 (1H, m), 4.61 (2H, dd), 4.79 (1H, s), 5.52 (1H, m), 7.46 (1H, dd), 7.63 (1H, m) 7.79 (1H, m), 8.05 (1H, d), 8.27 (1H, dd), 8.87 (1H, d). MS (APCI) 481.1 (M++H) Yields the product OC1CN(OC1)C(=O)C1=C(SC=2N(C(N(C(C21)=O)C)=O)CCC)CC2=CC=NC1=CC=CC=C21 (5-{4-Hydroxyisoxazolidin-2-ylcarbonyl}-3-methyl-1-propyl-6-(quinolin-4-ylmethyl)thieno[2,3-d]pyrimidine-2,4(1H,3H)-dione). Starting materials: CN1C(N(C2=C(C1=O)C(=C(S2)CC2=CC=NC1=CC=CC=C21)C(=O)[O-])CCC)=O.[Na+] (Sodium 3-methyl-2,4-dioxo-1-propyl-6-(quinolin-4-ylmethyl)-1,2,3,4-tetrahydrothieno[2,3-d]pyrimidine-5-carboxylate), Cl.O1NC[C@@H](C1)O ((S)-isoxazolidin-4-ol hydrochloride). RXN SMILES: [CH3:1][N:2]1[C:7](=[O:8])[C:6]2[C:9]([C:23]([O-])=[O:24])=[C:10]([CH2:12][C:13]3[C:22]4[C:17](=[CH:18][CH:19]=[CH:20][CH:21]=4)[N:16]=[CH:15][CH:14]=3)[S:11][C:5]=2[N:4]([CH2:26][CH2:27][CH3:28])[C:3]1=[O:29].[Na+].Cl.[O:32]1[CH2:36][C@@H:35]([OH:37])[CH2:34][NH:33]1>>[OH:37][CH:35]1[CH2:36][O:32][N:33]([C:23]([C:9]2[C:6]3[C:7](=[O:8])[N:2]([CH3:1])[C:3](=[O:29])[N:4]([CH2:26][CH2:27][CH3:28])[C:5]=3[S:11][C:10]=2[CH2:12][C:13]2[C:22]3[C:17](=[CH:18][CH:19]=[CH:20][CH:21]=3)[N:16]=[CH:15][CH:14]=2)=[O:24])[CH2:34]1 |f:0.1,2.3|. Reactants: CC(C)=O, COc1cc2c(c3c1c(=O)c1cc4ccccc4nc1n3C)C=CC(C)(C)O2, [K+], O=[Mn](=O)(=O)[O-], O. The product is COc1cc2c(c3c1c(=O)c1cc4ccccc4nc1n3C)C(=O)C(O)C(C)(C)O2. RXN SMILES: [CH3:36][C:37](=[O:38])[CH3:39].[CH3:7][O:8][c:9]1[cH:10][c:11]2[c:16]([c:17]3[c:18]1[c:19](=[O:32])[c:20]1[cH:21][c:22]4[c:23]([n:24][c:25]1[n:26]3[CH3:27])[cH:28][cH:29][cH:30][cH:31]4)[CH:15]=[CH:14][C:13]([CH3:33])([CH3:34])[O:12]2.[K+:6].[Mn:1](=[O:2])([O-:3])(=[O:4])=[O:5].[OH2:35]>>[O:2]=[C:15]1[CH:14]([OH:35])[C:13]([CH3:33])([CH3:34])[O:12][c:11]2[cH:10][c:9]([O:8][CH3:7])[c:18]3[c:17]([c:16]21)[n:26]([CH3:27])[c:25]1[c:20]([c:19]3=[O:32])[cH:21][c:22]2[c:23]([n:24]1)[cH:28][cH:29][cH:30][cH:31]2. Reactants: CC(C)(C)OC(=O)NCC1CCN(S(=O)(=O)CCc2ccc(F)cc2)CC1, ClC(Cl)Cl, Cl, C1COCCO1. Yields the product NCC1CCN(S(=O)(=O)CCc2ccc(F)cc2)CC1. RXN SMILES: [C:1]([O:2][C:3](=[O:4])[NH:7][CH2:8][CH:9]1[CH2:10][CH2:11][N:12]([S:15](=[O:16])(=[O:17])[CH2:18][CH2:19][c:20]2[cH:21][cH:22][c:23]([F:26])[cH:24][cH:25]2)[CH2:13][CH2:14]1)([CH3:5])([CH3:6])[CH3:27].[CH:35]([Cl:36])([Cl:37])[Cl:38].[ClH:28].[O:29]1[CH2:30][CH2:31][O:32][CH2:33][CH2:34]1>>[NH2:7][CH2:8][CH:9]1[CH2:10][CH2:11][N:12]([S:15](=[O:16])(=[O:17])[CH2:18][CH2:19][c:20]2[cH:21][cH:22][c:23]([F:26])[cH:24][cH:25]2)[CH2:13][CH2:14]1. Reactants: CCOC(C)=O, O, CC(=O)C1CCC2C3CCC4=CC(=O)CCC4(C)C3(O)CCC12C, O=S(=O)(O)O. The product is CC(=O)C1CCC2C3CCC4=CC(=O)CCC4(C)C3=CCC12C. Reaction SMILES: [CH3:26][CH2:27][O:28][C:29](=[O:30])[CH3:31].[OH2:25].[OH:1][C:2]12[C:3]3([CH3:24])[CH2:4][CH2:5][C:6](=[O:23])[CH:7]=[C:8]3[CH2:9][CH2:10][CH:11]1[CH:12]1[CH2:13][CH2:14][CH:15]([C:16]([CH3:17])=[O:18])[C:19]1([CH3:22])[CH2:20][CH2:21]2.[S:32](=[O:33])(=[O:34])([OH:35])[OH:36]>>[C:2]12=[CH:21][CH2:20][C:19]3([CH3:22])[CH:12]([CH:11]1[CH2:10][CH2:9][C:8]1=[CH:7][C:6](=[O:23])[CH2:5][CH2:4][C:3]21[CH3:24])[CH2:13][CH2:14][CH:15]3[C:16]([CH3:17])=[O:18]. Reactants: BrC=1C=C2C=NN=C(C2=CC1)Cl (6-bromo-1-chlorophthalazine), Cl.Cl.C(C)(C)N1C2CNC(C1)C2 (2-isopropyl-2,5-diaza-bicyclo[2.2.1]heptane dihydrochloride), C([O-])([O-])=O.[K+].[K+] (potassium carbonate). The solvent is C(C)#N (acetonitrile). Reaction conditions: temperature 130 celsius, time 5 minute. Product: BrC=1C=C2C=NN=C(C2=CC1)N1C2CN(C(C1)C2)C(C)C (2-(6-bromophthalazin-1-yl)-5-isopropyl-2,5-diaza-bicyclo[2.2.1]heptane). Isolated yield 46.7%. RXN SMILES: [Br:1][C:2]1[CH:3]=[C:4]2[C:9](=[CH:10][CH:11]=1)[C:8](Cl)=[N:7][N:6]=[CH:5]2.Cl.Cl.[CH:15]([N:18]1[CH2:23][CH:22]2[CH2:24][CH:19]1[CH2:20][NH:21]2)([CH3:17])[CH3:16].C(=O)([O-])[O-].[K+].[K+]>C(#N)C>[Br:1][C:2]1[CH:3]=[C:4]2[C:9](=[CH:10][CH:11]=1)[C:8]([N:21]1[CH2:20][CH:19]3[CH2:24][CH:22]1[CH2:23][N:18]3[CH:15]([CH3:17])[CH3:16])=[N:7][N:6]=[CH:5]2 |f:1.2.3,4.5.6|. Reported procedure: A mixture of 6-bromo-1-chlorophthalazine (Example 1, 90 mg, 370 μmol), 2-isopropyl-2,5-diaza-bicyclo[2.2.1]heptane dihydrochloride (95 mg, 444 μmol) and potassium carbonate (153 mg, 1109 μmol) in 10 mL acetonitrile was stirred at 130° C. under in a sealed tube. The mixture turned red in about 5 min. The reaction was monitored by MS. After about 1 h at 130° C., MS and TLC showed all starting material was converted to product (M+1=347, 349). The mixture was cooled down to room temperature, and con...